This data is from the Open Reaction Database (ORD), a public repository of structured organic reaction records. The task is: describe an organic reaction: reactants, conditions, products, and yield Starting materials: [Li]CCCC, C1CCOC1, CCOC(=O)C=Cc1cccc(OC)c1, CCOC(=O)C1C(c2cccc(OC)c2)C1(C)C, CCO, CC(C)[P+](c1ccccc1)(c1ccccc1)c1ccccc1, [I-], [Li+], [OH-], O, O=C(O)CC(O)(CC(=O)O)C(=O)O. Product: COc1cccc(C2C(C(=O)O)C2(C)C)c1. As a reaction SMILES: [CH2:24]([Li:25])[CH2:26][CH2:27][CH3:28].[CH2:77]1[O:78][CH2:79][CH2:80][CH2:81]1.[CH3:29][O:30][c:31]1[cH:32][c:33]([CH:34]=[CH:35][C:36]([O:37][CH2:38][CH3:39])=[O:40])[cH:41][cH:42][cH:43]1.[CH3:57][O:58][c:59]1[cH:60][c:61]([CH:65]2[C:66]([CH3:73])([CH3:74])[CH:67]2[C:68](=[O:69])[O:70][CH2:71][CH3:72])[cH:62][cH:63][cH:64]1.[CH3:82][CH2:83][OH:84].[CH:2]([P+:3]([c:4]1[cH:5][cH:6][cH:7][cH:8][cH:9]1)([c:10]1[cH:11][cH:12][cH:13][cH:14][cH:15]1)[c:16]1[cH:17][cH:18][cH:19][cH:20][cH:21]1)([CH3:22])[CH3:23].[I-:1].[Li+:76].[OH-:75].[OH2:85].[OH:44][C:45]([CH2:46][C:47]([C:48](=[O:49])[OH:50])([CH2:51][C:52](=[O:53])[OH:54])[OH:55])=[O:56]>>[CH3:57][O:58][c:59]1[cH:60][c:61]([CH:65]2[C:66]([CH3:73])([CH3:74])[CH:67]2[C:68](=[O:69])[OH:70])[cH:62][cH:63][cH:64]1. Reactants: CO, COc1ccc(F)c2c1CC(NC1CCCCC1)CO2, CCC=O. As a reaction SMILES: [CH3:25][OH:26].[CH:1]1([NH:7][CH:8]2[CH2:9][O:10][c:11]3[c:12]([c:14]([O:19][CH3:20])[cH:15][cH:16][c:17]3[F:18])[CH2:13]2)[CH2:2][CH2:3][CH2:4][CH2:5][CH2:6]1.[CH:21]([CH2:22][CH3:23])=[O:24]>>[CH:1]1([N:7]([CH:8]2[CH2:9][O:10][c:11]3[c:12]([c:14]([O:19][CH3:20])[cH:15][cH:16][c:17]3[F:18])[CH2:13]2)[CH2:21][CH2:22][CH3:23])[CH2:2][CH2:3][CH2:4][CH2:5][CH2:6]1. Product: CCCN(C1CCCCC1)C1COc2c(F)ccc(OC)c2C1.